Dataset: the Open Reaction Database (ORD), a public repository of structured organic reaction records. Task: describe an organic reaction: reactants, conditions, products, and yield The reactants are ClC=1C=NC=C(C1SC1=C(C=C(S1)C(=O)Cl)[N+](=O)[O-])Cl (5-[(3,5-dichloro-4-pyridyl)sulfanyl]-4-nitro-thiophene-2-carbonyl chloride), OC(C)C1=CC=C(N)C=C1 (4-(1-hydroxyethyl)aniline). Product: ClC=1C=NC=C(C1SC1=C(C=C(S1)C(=O)NC1=CC=C(C=C1)C(C)O)[N+](=O)[O-])Cl (5-((3,5-dichloropyridin-4-yl)thio)-N-(4-(1-hydroxyethyl)phenyl)-4-nitrothiophene-2-carboxamide), solid. The yield is 33.0%. RXN SMILES: [Cl:1][C:2]1[CH:3]=[N:4][CH:5]=[C:6]([Cl:20])[C:7]=1[S:8][C:9]1[S:13][C:12]([C:14](Cl)=[O:15])=[CH:11][C:10]=1[N+:17]([O-:19])=[O:18].[OH:21][CH:22]([C:24]1[CH:30]=[CH:29][C:27]([NH2:28])=[CH:26][CH:25]=1)[CH3:23]>>[Cl:1][C:2]1[CH:3]=[N:4][CH:5]=[C:6]([Cl:20])[C:7]=1[S:8][C:9]1[S:13][C:12]([C:14]([NH:28][C:27]2[CH:29]=[CH:30][C:24]([CH:22]([OH:21])[CH3:23])=[CH:25][CH:26]=2)=[O:15])=[CH:11][C:10]=1[N+:17]([O-:19])=[O:18]. Procedure details: Prepared according to the procedure described for example 50 from 5-[(3,5-dichloro-4-pyridyl)sulfanyl]-4-nitro-thiophene-2-carbonyl chloride (120 mg, 0.33 mmol) and 4-(1-hydroxyethyl)aniline (53 mg, 0.39 mmol). The title compound was obtained as a solid (50 mg, 33% yield). 1H NMR (400 MHz, d6-DMSO) δ: 10.50 (1H, s), 9.00 (2H, s), 8.72 (1H, m), 7.56 (2H, dd), 7.32 (2H, dd), 5.10 (1H, m), 4.68 (1H, m), 1.31 (3H, s). MS m/z: 468.10, 470.10 [M+H]+.